This data is from the Open Reaction Database (ORD), a public repository of structured organic reaction records. The task is: describe an organic reaction: reactants, conditions, products, and yield Reactants: [K+], [OH-], CCCCCCCCCCCCCCNCC(O)CO, CCCCCCCCCCCCCCC(O)C(=O)OC. The product is CCCCCCCCCCCCCCC(O)C(=O)N(CCCCCCCCCCCCCC)CC(O)CO. RXN SMILES: [K+:22].[OH-:21].[OH:1][CH:2]([CH2:3][NH:4][CH2:5][CH2:6][CH2:7][CH2:8][CH2:9][CH2:10][CH2:11][CH2:12][CH2:13][CH2:14][CH2:15][CH2:16][CH2:17][CH3:18])[CH2:19][OH:20].[OH:23][CH:24]([C:25]([O:27][CH3:26])=[O:28])[CH2:29][CH2:30][CH2:31][CH2:32][CH2:33][CH2:34][CH2:35][CH2:36][CH2:37][CH2:38][CH2:39][CH2:40][CH2:41][CH3:42]>>[OH:1][CH:2]([CH2:3][N:4]([CH2:5][CH2:6][CH2:7][CH2:8][CH2:9][CH2:10][CH2:11][CH2:12][CH2:13][CH2:14][CH2:15][CH2:16][CH2:17][CH3:18])[C:25]([CH:24]([OH:23])[CH2:29][CH2:30][CH2:31][CH2:32][CH2:33][CH2:34][CH2:35][CH2:36][CH2:37][CH2:38][CH2:39][CH2:40][CH2:41][CH3:42])=[O:27])[CH2:19][OH:20]. Yields the product CC(C)(N)CCn1c(=O)oc2ccccc21. RXN SMILES: [CH3:19][CH2:20][OH:21].[CH3:1][C:2]([CH2:3][CH2:4][n:5]1[c:6](=[O:14])[o:7][c:8]2[c:9]1[cH:10][cH:11][cH:12][cH:13]2)([CH3:15])[N+:16]([O-:17])=[O:18]>>[CH3:1][C:2]([CH2:3][CH2:4][n:5]1[c:6](=[O:14])[o:7][c:8]2[c:9]1[cH:10][cH:11][cH:12][cH:13]2)([CH3:15])[NH2:16]. Reactants: CCO, CC(C)(CCn1c(=O)oc2ccccc21)[N+](=O)[O-]. Starting materials: CCO, [Cl-], [Fe], [NH4+], O=[N+]([O-])c1ccc2c(cnn2CCN2CCOCC2)c1, O. Yields the product Nc1ccc2c(cnn2CCN2CCOCC2)c1. Reaction SMILES: [CH3:24][CH2:25][OH:26].[Cl-:21].[Fe:23].[NH4+:22].[O:1]1[CH2:2][CH2:3][N:4]([CH2:7][CH2:8][n:9]2[n:10][cH:11][c:12]3[cH:13][c:14]([N+:18]([O-:19])=[O:20])[cH:15][cH:16][c:17]23)[CH2:5][CH2:6]1.[OH2:27]>>[O:1]1[CH2:2][CH2:3][N:4]([CH2:7][CH2:8][n:9]2[n:10][cH:11][c:12]3[cH:13][c:14]([NH2:18])[cH:15][cH:16][c:17]23)[CH2:5][CH2:6]1. The reactants are [H-].[Al+3].[Li+].[H-].[H-].[H-] (lithium aluminum hydride), steroid, [H-].[Al+3].[Li+].[H-].[H-].[H-] (LAH), C[C@@]12[C@H](CC[C@H]1[C@@H]1CCC3=CC(CC[C@]3(C)[C@H]1CC2)=O)C(=O)OC (methyl androst-4-ene-3-one-17β-carboxylate), [H-].[Al+3].[Li+].[H-].[H-].[H-] (LAH). Run in C1CCOC1 (THF), C1CCOC1 (THF). Reaction conditions: temperature 0 celsius. The product is OC[C@@H]1[C@]2(C)[C@@H](CC1)[C@@H]1CCC3=CC(CC[C@]3(C)[C@H]1CC2)O (17β-(hydroxymethyl)-androst-4-ene-3-ol). The yield is 103.5%. As a reaction SMILES: [H-].[Al+3].[Li+].[H-].[H-].[H-].[CH3:7][C@:8]12[CH2:25][CH2:24][C@H:23]3[C@@H:13]([CH2:14][CH2:15][C:16]4[C@:21]3([CH3:22])[CH2:20][CH2:19][C:18](=[O:26])[CH:17]=4)[C@@H:12]1[CH2:11][CH2:10][C@@H:9]2[C:27](OC)=[O:28]>C1COCC1>[OH:28][CH2:27][C@H:9]1[CH2:10][CH2:11][C@H:12]2[C@H:13]3[C@H:23]([CH2:24][CH2:25][C@:8]12[CH3:7])[C@:21]1([CH3:22])[C:16](=[CH:17][CH:18]([OH:26])[CH2:19][CH2:20]1)[CH2:15][CH2:14]3 |f:0.1.2.3.4.5|. Reported procedure: Approximately 750 ml of dry THF was added to a 3-neck round bottom flask equipped with a condenser, argon bubbler and mechanical stirrer. The flask was cooled to 0° C. and lithium aluminum hydride (LAH) (11.39 g, 0.3 mol) was slowly added. After all of the LAH was added, the flask was warmed to room temperature. A solution of methyl androst-4-ene-3-one-17β-carboxylate (66 g, 0.2 mol) in 600 ml of THF was very slowly added to the LAH slurry. After the addition of the steroid, the reaction mixture... Reactants: resin, sulfonate, sulfonate, S(=O)(=O)([O-])OOS(=O)(=O)[O-].[K+].[K+] (potassium persulfate), C(C=C)(=O)OCCCC (butyl acrylate), mixture, S(O)O.C=O (formaldehyde sulfoxylate), C(C)(=O)OC=C (vinyl acetate). Run in O (water). Conditions: temperature 80 celsius, time 1 hour. Yields the product C(C)(=O)OC=C.C(C=C)(=O)OCCCC (vinyl acetate butyl acrylate). As a reaction SMILES: S(OOS([O-])(=O)=O)([O-])(=O)=O.[K+].[K+].[C:13]([O:16][CH:17]=[CH2:18])(=[O:15])[CH3:14].[C:19]([O:23][CH2:24][CH2:25][CH2:26][CH3:27])(=[O:22])[CH:20]=[CH2:21].S(O)O.C=O>O>[C:13]([O:16][CH:17]=[CH2:18])(=[O:15])[CH3:14].[C:19]([O:23][CH2:24][CH2:25][CH2:26][CH3:27])(=[O:22])[CH:20]=[CH2:21] |f:0.1.2,5.6,8.9|. Procedure details: A vinyl acetate-butyl acrylate copolymer was prepared utilizing the sulfonate product of Example 5 as the sole surfactant. A one liter resin kettle was charged with a solution of 31.7 grams of the sulfonate product of Example 5 in 281 grams of deionized water. The solution was heated to 80° C. under a nitrogen atmosphere. One gram of potassium persulfate (K2S2O8) was added to the solution followed by the slow addition of 50 milliliters of a mixture comprising 202 grams of vinyl acetate and 36 gr... The reactants are CCOC(=O)CCCBr, O=C([O-])[O-], CCOC(C)=O, [Cs+], [Cs+], CN(C)C=O, CC(C)(C)OC(=O)N1CCN(c2ccccc2O)CC1. The product is CCOC(=O)CCCOc1ccccc1N1CCN(C(=O)OC(C)(C)C)CC1. Reaction SMILES: [Br:27][CH2:28][CH2:29][CH2:30][C:31](=[O:32])[O:33][CH2:34][CH3:35].[C:21](=[O:22])([O-:23])[O-:24].[CH3:41][CH2:42][O:43][C:44](=[O:45])[CH3:46].[Cs+:25].[Cs+:26].[O:36]=[CH:37][N:38]([CH3:39])[CH3:40].[OH:1][c:2]1[c:3]([N:8]2[CH2:9][CH2:10][N:11]([C:14](=[O:15])[O:16][C:17]([CH3:18])([CH3:19])[CH3:20])[CH2:12][CH2:13]2)[cH:4][cH:5][cH:6][cH:7]1>>[O:1]([c:2]1[c:3]([N:8]2[CH2:9][CH2:10][N:11]([C:14](=[O:15])[O:16][C:17]([CH3:18])([CH3:19])[CH3:20])[CH2:12][CH2:13]2)[cH:4][cH:5][cH:6][cH:7]1)[CH2:28][CH2:29][CH2:30][C:31](=[O:32])[O:33][CH2:34][CH3:35].